This data is from the Open Reaction Database (ORD), a public repository of structured organic reaction records. The task is: describe an organic reaction: reactants, conditions, products, and yield Reactants: C([O-])([O-])=O.[Na+].[Na+] (sodium carbonate), ClC=1N=CC2=C(N(CC(C(N2C)=O)(F)F)C2CCCC2)N1 (2-chloro-9-cyclopentyl-7,7-difluoro-5-methyl-5,7,8,9-tetrahydro-pyrimido[4,5-b][1,4]diazepin-6-one), NC1=C(C=C(C(=O)NC2CCN(CC2)CCF)C=C1)OC (4-amino-N-[1-(2-fluoro-ethyl)-piperidin-4-yl]-3-methoxy-benzamide), O.C1(=CC=C(C=C1)S(=O)(=O)O)C (p-toluenesulfonic acid monohydrate). Run in ClCCl (dichloromethane), C(C)(C)O (isopropanol). Reaction conditions: time 8 hour. Product: C1(CCCC1)N1C2=C(N(C(C(C1)(F)F)=O)C)C=NC(=N2)NC2=C(C=C(C(=O)NC1CCN(CC1)CCF)C=C2)OC (4-(9-cyclopentyl-7,7-difluoro-5-methyl-6-oxo-6,7,8,9-tetrahydro-5H-pyrimido[4,5-b][1,4]diazepin-2-ylamino)-N-[1-(2-fluoro-ethyl)-piperidin-4-yl]-3-methoxy-benzamide). Isolated yield 55.6%. As a reaction SMILES: Cl[C:2]1[N:3]=[CH:4][C:5]2[N:11]([CH3:12])[C:10](=[O:13])[C:9]([F:15])([F:14])[CH2:8][N:7]([CH:16]3[CH2:20][CH2:19][CH2:18][CH2:17]3)[C:6]=2[N:21]=1.[NH2:22][C:23]1[CH:40]=[CH:39][C:26]([C:27]([NH:29][CH:30]2[CH2:35][CH2:34][N:33]([CH2:36][CH2:37][F:38])[CH2:32][CH2:31]2)=[O:28])=[CH:25][C:24]=1[O:41][CH3:42].O.C1(C)C=CC(S(O)(=O)=O)=CC=1.C(=O)([O-])[O-].[Na+].[Na+]>C(O)(C)C.ClCCl>[CH:16]1([N:7]2[CH2:8][C:9]([F:15])([F:14])[C:10](=[O:13])[N:11]([CH3:12])[C:5]3[CH:4]=[N:3][C:2]([NH:22][C:23]4[CH:40]=[CH:39][C:26]([C:27]([NH:29][CH:30]5[CH2:31][CH2:32][N:33]([CH2:36][CH2:37][F:38])[CH2:34][CH2:35]5)=[O:28])=[CH:25][C:24]=4[O:41][CH3:42])=[N:21][C:6]2=3)[CH2:20][CH2:19][CH2:18][CH2:17]1 |f:2.3,4.5.6|. Procedure: A mixture of 0.08 g (0.25 mmole) of 2-chloro-9-cyclopentyl-7,7-difluoro-5-methyl-5,7,8,9-tetrahydro-pyrimido[4,5-b][1,4]diazepin-6-one (VII-20) and 0.075 g (0.25 mmole) of 4-amino-N-[1-(2-fluoro-ethyl)-piperidin-4-yl]-3-methoxy-benzamide and 0.072 g (0.38 mmole) of p-toluenesulfonic acid monohydrate in 3 mL of isopropanol was stirred in a sealed tube at 140 degrees overnight. The mixture was cooled, and dichloromethane and saturated sodium carbonate were added. The mixture was extracted twice wi... Starting materials: Cl, [Na+], CCOC(=O)COc1coc(C)cc1=O, [OH-]. Yields the product Cc1cc(=O)c(OCC(=O)O)co1. Reaction SMILES: [ClH:16].[Na+:18].[O:1]=[c:2]1[c:3]([O:9][CH2:10][C:11](=[O:12])[O:13][CH2:14][CH3:15])[cH:4][o:5][c:6]([CH3:8])[cH:7]1.[OH-:17]>>[O:1]=[c:2]1[c:3]([O:9][CH2:10][C:11](=[O:12])[OH:13])[cH:4][o:5][c:6]([CH3:8])[cH:7]1. The yield is 55.4%. Reactants: C(Cl)Cl (DCM), C(C)OC(=O)C1=NC(=CN=C1)Cl (6-Chloro-pyrazine-2-carboxylic acid ethyl ester), N1C=CC2=CC(=CC=C12)B(O)O (indole-5-boronic acid), C([O-])([O-])=O.[Cs+].[Cs+] (cesium carbonate). The reagents and catalysts are C1=CC=C(C=C1)P([C-]2C=CC=C2)C3=CC=CC=C3.C1=CC=C(C=C1)P([C-]2C=CC=C2)C3=CC=CC=C3.Cl[Pd]Cl.[Fe+2] (PdCl2(dppf)). Product: C(C)OC(=O)C1=NC(=CN=C1)C=1C=C2C=CNC2=CC1 (6-(1H-Indol-5-yl)-pyrazine-2-carboxylic acid ethyl ester). RXN SMILES: [CH2:1]([O:3][C:4]([C:6]1[CH:11]=[N:10][CH:9]=[C:8](Cl)[N:7]=1)=[O:5])[CH3:2].[NH:13]1[C:21]2[C:16](=[CH:17][C:18](B(O)O)=[CH:19][CH:20]=2)[CH:15]=[CH:14]1.C(=O)([O-])[O-].[Cs+].[Cs+].C(Cl)Cl>O1CCOCC1.C1C=CC(P(C2C=CC=CC=2)[C-]2C=CC=C2)=CC=1.C1C=CC(P(C2C=CC=CC=2)[C-]2C=CC=C2)=CC=1.Cl[Pd]Cl.[Fe+2]>[CH2:1]([O:3][C:4]([C:6]1[CH:11]=[N:10][CH:9]=[C:8]([C:18]2[CH:17]=[C:16]3[C:21](=[CH:20][CH:19]=2)[NH:13][CH:14]=[CH:15]3)[N:7]=1)=[O:5])[CH3:2] |f:2.3.4,7.8.9.10|. Reported procedure: 6-Chloro-pyrazine-2-carboxylic acid ethyl ester (1.35 g, 7.23 mmol) was added to indole-5-boronic acid (1.16 g, 7.23 mmol), cesium carbonate (9.43 g, 28.9 mmol) and PdCl2(dppf).DCM (591 mg, 0.72 mmol) in 30 mL of dioxane. The mixture was degassed (evacuate in vacuo and pressurize with nitrogen), 14.5 mL of water was added and the mixture degassed. The mixture was heated at 85° C. for 2.5 h. and the mixture was allowed to cool and the layers were separated. The aqueous phase was extracted with ch... Solvent: O1CCOCC1 (dioxane). Conditions: temperature 85 celsius. Reactants: CC(=O)Cl, Cc1ccccc1, Cc1ccc(O)cc1Cl, ClCCl, c1ccncc1. Yields the product CC(=O)c1cc(C)c(Cl)cc1O. As a reaction SMILES: [CH3:16][C:17]([Cl:18])=[O:19].[CH3:23][c:24]1[cH:25][cH:26][cH:27][cH:28][cH:29]1.[Cl:1][c:2]1[cH:3][c:4]([OH:9])[cH:5][cH:6][c:7]1[CH3:8].[Cl:20][CH2:21][Cl:22].[cH:10]1[cH:11][cH:12][n:13][cH:14][cH:15]1>>[Cl:1][c:2]1[cH:3][c:4]([OH:9])[c:5]([C:17]([CH3:16])=[O:19])[cH:6][c:7]1[CH3:8]. The reactants are CCCC=O, CC1=CN=C(C=C1)N, [C-]#[N+]C1CCCCC1. The reagents and catalysts are O=C(O)C(F)(F)F (trifluoroacetic acid). The solvent is CC(C)O (isopropyl alcohol), CC(C)O (isopropylalcohol). Reaction conditions: temperature 22 celsius, time 20 hour. The product is CCCc1c(NC2CCCCC2)n2cc(C)ccc2n1. Yield: 0.0%. As a reaction SMILES: CC1=CC=C(N)N=C1.[C-]#[N+]C1CCCCC1.CCCC=O>>CCCC1=C(NC2CCCCC2)N2C=C(C)C=CC2=N1. Starting materials: C=C(OCCCC)c1ccc(Cl)nn1, CC(C)C(C)(c1ccc(B2OC(C)(C)C(C)(C)O2)cc1)c1ccc(OCc2ncccn2)cn1, Cc1ccccc1, CCO, [Na+], [Na+], O=C([O-])[O-]. Product: C=C(OCCCC)c1ccc(-c2ccc(C(C)(c3ccc(OCc4ncccn4)cn3)C(C)C)cc2)nn1. RXN SMILES: [CH2:35]([CH2:36][CH2:37][CH3:38])[O:39][C:40](=[CH2:41])[c:42]1[n:43][n:44][c:45]([Cl:48])[cH:46][cH:47]1.[CH3:1][C:2]([CH:3]([CH3:4])[CH3:5])([c:6]1[cH:7][cH:8][c:9]([B:12]2[O:13][C:14]([CH3:15])([CH3:16])[C:17]([CH3:18])([CH3:19])[O:20]2)[cH:10][cH:11]1)[c:21]1[cH:22][cH:23][c:24]([O:27][CH2:28][c:29]2[n:30][cH:31][cH:32][cH:33][n:34]2)[cH:25][n:26]1.[CH3:55][c:56]1[cH:57][cH:58][cH:59][cH:60][cH:61]1.[CH3:62][CH2:63][OH:64].[Na+:49].[Na+:50].[O-:51][C:52](=[O:53])[O-:54]>>[CH3:1][C:2]([CH:3]([CH3:4])[CH3:5])([c:6]1[cH:7][cH:8][c:9](-[c:45]2[n:44][n:43][c:42]([C:40]([O:39][CH2:35][CH2:36][CH2:37][CH3:38])=[CH2:41])[cH:47][cH:46]2)[cH:10][cH:11]1)[c:21]1[cH:22][cH:23][c:24]([O:27][CH2:28][c:29]2[n:30][cH:31][cH:32][cH:33][n:34]2)[cH:25][n:26]1. Reactants: ClC=1C=CC2=C(N=C(S2)CCl)C1 (5-chloro-2-(chloromethyl)-1,3-benzothiazole), FC1=C(C(=CC=C1O)F)C#N (2,6-difluoro-3-hydroxybenzenecarbonitrile), C(=O)([O-])[O-].[K+].[K+] (K2CO3), N[C@@H](CC1=CC=C2C=CC=CC2=C1)C(=O)O (Nal). Solvent: CN(C)C=O (DMF), O (water). Conditions: time 5 minute. Product: ClC=1C=CC2=C(N=C(S2)COC=2C(=C(C(=CC2)F)C#N)F)C1 (3-[(5-Chloro-1,3-benzothiazol-2-yl)methoxy]-2,6-difluorobenzenecarbonitrile). Yield: 79.0%. As a reaction SMILES: [F:1][C:2]1[C:7]([OH:8])=[CH:6][CH:5]=[C:4]([F:9])[C:3]=1[C:10]#[N:11].C([O-])([O-])=O.[K+].[K+].N[C@H](C(O)=O)CC1C=C2C(C=CC=C2)=CC=1.[Cl:34][C:35]1[CH:36]=[CH:37][C:38]2[S:42][C:41]([CH2:43]Cl)=[N:40][C:39]=2[CH:45]=1>CN(C=O)C.O>[Cl:34][C:35]1[CH:36]=[CH:37][C:38]2[S:42][C:41]([CH2:43][O:8][C:7]3[C:2]([F:1])=[C:3]([C:10]#[N:11])[C:4]([F:9])=[CH:5][CH:6]=3)=[N:40][C:39]=2[CH:45]=1 |f:1.2.3|. Reported procedure: A mixture of 2,6-difluoro-3-hydroxybenzenecarbonitrile (4.5 g, 29.0 mmol), K2CO3 (6.01 g, 43.5 mmol) and Nal (0.78 g 5.8 mmol) in DMF (75 ml) was stirred at room temperature for 5 minutes. 5-chloro-2-(chloromethyl)-1,3-benzothiazole was then added and the mixture heated at 40° C. for 18 hours, cooled to room temperature and poured into water (450 ml). Buff solid was filtered off and dried (9.46 g). This was the recrystallised from acetonitrile (30 ml) and dried in vacuo at 40° C. to give a beige... The reactants are Cl (HCl), COC=1C=C2C=CC(=CC2=CC1)NC1=CC=C(C=C1)O (4-[(6-methoxy-2-naphthyl)amino]phenol), N1=CC=CC=C1 (pyridine), C(C)(=O)Cl (acetyl chloride). Solvent: C(Cl)Cl (CH2Cl2). Conditions: time 30 minute. Yields the product OC1=CC=C(C=C1)N(C(C)=O)C1=CC2=CC=C(C=C2C=C1)OC (N-(4-Hydroxyphenyl)-N-(6-methoxy-2-naphthalenyl)acetamide). The yield is 65.5%. Reaction SMILES: [CH3:1][O:2][C:3]1[CH:4]=[C:5]2[C:10](=[CH:11][CH:12]=1)[CH:9]=[C:8]([NH:13][C:14]1[CH:19]=[CH:18][C:17]([OH:20])=[CH:16][CH:15]=1)[CH:7]=[CH:6]2.N1C=CC=CC=1.[C:27](Cl)(=[O:29])[CH3:28].Cl>C(Cl)Cl>[OH:20][C:17]1[CH:18]=[CH:19][C:14]([N:13]([C:8]2[CH:7]=[CH:6][C:5]3[C:10](=[CH:11][CH:12]=[C:3]([O:2][CH3:1])[CH:4]=3)[CH:9]=2)[C:27](=[O:29])[CH3:28])=[CH:15][CH:16]=1. Procedure details: To a solution of 190 mg (0.72 mmol) of 4-[(6-methoxy-2-naphthyl)amino]phenol (prepared as described in Example 2) and 0.50 ml of pyridine (dried over KOH) in 4 ml of dry CH2Cl2 at 0° was added dropwise over 5 minutes 55 ul (0.77 mmol) of acetyl chloride. The reaction mixture was stirred for 30 minutes then added to 25 ml of 1N aqueous HCl solution and extracted with 25 ml of warm ethyl acetate. The organic extract was washed with an additional 25 ml of 1M aqueous HCl solution, dried (MgSO4) and ...